Dataset: the Open Reaction Database (ORD), a public repository of structured organic reaction records. Task: describe an organic reaction: reactants, conditions, products, and yield Starting materials: O=C(Cl)c1cccc(Br)c1, CNOC, CCN(C(C)C)C(C)C, ClCCl, Cl. The product is CON(C)C(=O)c1cccc(Br)c1. RXN SMILES: [Br:15][c:16]1[cH:17][c:18]([C:19](=[O:20])[Cl:21])[cH:22][cH:23][cH:24]1.[CH3:2][O:3][NH:4][CH3:5].[CH:6]([N:7]([CH:8]([CH3:9])[CH3:10])[CH2:11][CH3:12])([CH3:13])[CH3:14].[Cl:25][CH2:26][Cl:27].[ClH:1]>>[CH3:2][O:3][N:4]([CH3:5])[C:19]([c:18]1[cH:17][c:16]([Br:15])[cH:24][cH:23][cH:22]1)=[O:20]. Starting materials: [OH-].[Na+] (sodium hydroxide), [N+](=O)([O-])C1=CC=C(C=O)C=C1 (4-nitrobenzaldehyde), CC1=CC=C(C=C1)S(=O)(=O)C[N+]#[C-] (TosMIC). Reagents/catalysts: [Br-].C(CCC)[N+](CCCC)(CCCC)CCCC (tetrabutyl ammonium bromide). The solvent is C(Cl)Cl (methylene chloride). Yields the product [N+](=O)([O-])C1=CC=C(C=C1)C1=CN=CO1 (5-(4-nitrophenyl)oxazole). The yield is 144.8%. Reaction SMILES: [OH-].[Na+].[N+:3]([C:6]1[CH:13]=[CH:12][C:9]([CH:10]=[O:11])=[CH:8][CH:7]=1)([O-:5])=[O:4].CC1C=CC(S([CH2:24][N+:25]#[C-:26])(=O)=O)=CC=1>[Br-].C([N+](CCCC)(CCCC)CCCC)CCC.C(Cl)Cl>[N+:3]([C:6]1[CH:7]=[CH:8][C:9]([C:10]2[O:11][CH:26]=[N:25][CH:24]=2)=[CH:12][CH:13]=1)([O-:5])=[O:4] |f:0.1,4.5|. Procedure: To an aqueous solution containing 0.84 g of sodium hydroxide were added 0.45 g of 4-nitrobenzaldehyde, 12.2 g of a methylene chloride solution containing 0.65 g of TosMIC which was obtained in the same way as that of Example 6 and 0.10 g of tetrabutyl ammonium bromide at room temperature. The mixture was allowed to react at room temperature until HPLC found no trace of the starting materials. Upon the completion of the reaction, the reaction solution was washed with water and dried over anhydrou...